Task: describe an organic reaction: reactants, conditions, products, and yield. Dataset: the Open Reaction Database (ORD), a public repository of structured organic reaction records Starting materials: CC(C)(C)c1cc(NC(=O)Oc2ccccc2)n(-c2ccc(F)cc2)n1, Cn1c(=O)[nH]c2nccc(Oc3ccc(N)cc3)c21. Product: Cn1c(=O)[nH]c2nccc(Oc3ccc(NC(=O)Nc4cc(C(C)(C)C)nn4-c4ccc(F)cc4)cc3)c21. Reaction SMILES: [C:20]([CH3:21])([CH3:22])([CH3:23])[c:24]1[n:25][n:26](-[c:39]2[cH:40][cH:41][c:42]([F:45])[cH:43][cH:44]2)[c:27]([NH:29][C:30]([O:31][c:33]2[cH:34][cH:35][cH:36][cH:37][cH:38]2)=[O:32])[cH:28]1.[NH2:1][c:2]1[cH:3][cH:4][c:5]([O:6][c:7]2[c:8]3[c:9]([n:10][cH:11][cH:12]2)[nH:13][c:14](=[O:17])[n:15]3[CH3:16])[cH:18][cH:19]1>>[NH:1]([c:2]1[cH:3][cH:4][c:5]([O:6][c:7]2[c:8]3[c:9]([n:10][cH:11][cH:12]2)[nH:13][c:14](=[O:17])[n:15]3[CH3:16])[cH:18][cH:19]1)[C:30]([NH:29][c:27]1[n:26](-[c:39]2[cH:40][cH:41][c:42]([F:45])[cH:43][cH:44]2)[n:25][c:24]([C:20]([CH3:21])([CH3:22])[CH3:23])[cH:28]1)=[O:31]. Starting materials: BrC1=NC(=CC=C1)CF (2-bromo-6-(fluoromethyl)-pyridine), C(CC#C)N1N=C2C(=N1)C=CC=C2C (2-but-3-ynyl-4-methyl-2H-benzo[d][1,2,3]triazole). The product is FCC1=CC=CC(=N1)C#CCCN1N=C2C(=N1)C=CC=C2C (2-(4-(6-(fluoromethyl)pyridin-2-yl)but-3-ynyl)-4-methyl-2H-benzo[d][1,2,3]triazole). The yield is 62.9%. As a reaction SMILES: Br[C:2]1[CH:7]=[CH:6][CH:5]=[C:4]([CH2:8][F:9])[N:3]=1.[CH2:10]([N:14]1[N:18]=[C:17]2[CH:19]=[CH:20][CH:21]=[C:22]([CH3:23])[C:16]2=[N:15]1)[CH2:11][C:12]#[CH:13]>>[F:9][CH2:8][C:4]1[N:3]=[C:2]([C:13]#[C:12][CH2:11][CH2:10][N:14]2[N:18]=[C:17]3[CH:19]=[CH:20][CH:21]=[C:22]([CH3:23])[C:16]3=[N:15]2)[CH:7]=[CH:6][CH:5]=1. Procedure: The title compound was prepared in accordance with the general method of Example 1, from 2-bromo-6-(fluoromethyl)-pyridine (73 mg, 0.39 mmol) and 2-but-3-ynyl-4-methyl-2H-benzo[d][1,2,3]triazole (65 mg, 0.35 mmol, 163(B)). Reaction time: 3 hours. The crude residue was purified by flash chromatography (DCM/MeOH 99:1) to yield 65 mg (0.22 mmol, 63%) of 2-(4-(6-(fluoromethyl)pyridin-2-yl)but-3-ynyl)-4-methyl-2H-benzo[d][1,2,3]triazole as a yellow semi-solid.